describe an organic reaction: reactants, conditions, products, and yield From a dataset of the Open Reaction Database (ORD), a public repository of structured organic reaction records. Starting materials: BrC1=CC2=C(NC(CS2)=O)C=C1 (7-bromo-4H-benzo[1,4]thiazin-3-one), [N+](=O)([O-])C=1C=C(C=CC1)B(O)O (3-nitrophenyl boronic acid), C([O-])([O-])=O.[K+].[K+] (potassium carbonate). Reagents/catalysts: C=1C=CC(=CC1)[P](C=2C=CC=CC2)(C=3C=CC=CC3)[Pd]([P](C=4C=CC=CC4)(C=5C=CC=CC5)C=6C=CC=CC6)([P](C=7C=CC=CC7)(C=8C=CC=CC8)C=9C=CC=CC9)[P](C=1C=CC=CC1)(C=1C=CC=CC1)C=1C=CC=CC1 (tetrakis(triphenylphosphine)palladium(0)). Run in C(OC)COC (dimethoxyethane), C(C)O (ethanol), O (water), O (water). Yields the product [N+](=O)([O-])C=1C=C(C=CC1)C1=CC2=C(NC(CS2)=O)C=C1 (7-(3-Nitro-phenyl)-4H-benzo[1,4]thiazin-3-one). Reaction SMILES: Br[C:2]1[CH:12]=[CH:11][C:5]2[NH:6][C:7](=[O:10])[CH2:8][S:9][C:4]=2[CH:3]=1.[N+:13]([C:16]1[CH:17]=[C:18](B(O)O)[CH:19]=[CH:20][CH:21]=1)([O-:15])=[O:14].C(=O)([O-])[O-].[K+].[K+]>C(COC)OC.C(O)C.O.C1C=CC([P]([Pd]([P](C2C=CC=CC=2)(C2C=CC=CC=2)C2C=CC=CC=2)([P](C2C=CC=CC=2)(C2C=CC=CC=2)C2C=CC=CC=2)[P](C2C=CC=CC=2)(C2C=CC=CC=2)C2C=CC=CC=2)(C2C=CC=CC=2)C2C=CC=CC=2)=CC=1>[N+:13]([C:16]1[CH:21]=[C:20]([C:2]2[CH:12]=[CH:11][C:5]3[NH:6][C:7](=[O:10])[CH2:8][S:9][C:4]=3[CH:3]=2)[CH:19]=[CH:18][CH:17]=1)([O-:15])=[O:14] |f:2.3.4,^1:44,46,65,84|. Procedure details: A solution of 7-bromo-4H-benzo[1,4]thiazin-3-one (2 g, 8.2 mmol), 3-nitrophenyl boronic acid (2.72 g, 16.4 mmol), potassium carbonate (6.85 g, 49.2 mmol), and tetrakis(triphenylphosphine)palladium(0) (0.95 g, 0.82 mmol) in dimethoxyethane (100 ml), ethanol (25 ml), and water (25 ml) was heated to reflux for 6 hours. After cooling to room temperature, the mixture was diluted with water and extracted with EtOAc (3×50 mL). The combined organic extracts were washed with water, then brine, dried (MgS... The reactants are COc1nc(NCCc2ccc(Cl)cc2Cl)cc(-c2cccc(C(C)(C)C(=O)O)c2)n1, C1CCOC1, O, O=P(O)(O)O. Yields the product COc1nc(NCCc2ccc(Cl)cc2Cl)cc(-c2cccc(C(C)(C)C(=O)O)c2)n1, O=P([O-])(O)O. As a reaction SMILES: [Cl:6][c:7]1[c:8]([CH2:14][CH2:15][NH:16][c:17]2[cH:18][c:19](-[c:25]3[cH:26][c:27]([C:31]([C:32](=[O:33])[OH:34])([CH3:35])[CH3:36])[cH:28][cH:29][cH:30]3)[n:20][c:21]([O:23][CH3:24])[n:22]2)[cH:9][cH:10][c:11]([Cl:13])[cH:12]1.[O:38]1[CH2:39][CH2:40][CH2:41][CH2:42]1.[OH2:37].[P:1]([OH:2])([OH:3])([OH:4])=[O:5]>>[Cl:6][c:7]1[c:8]([CH2:14][CH2:15][NH:16][c:17]2[cH:18][c:19](-[c:25]3[cH:26][c:27]([C:31]([C:32](=[O:33])[OH:34])([CH3:35])[CH3:36])[cH:28][cH:29][cH:30]3)[n:20][c:21]([O:23][CH3:24])[n:22]2)[cH:9][cH:10][c:11]([Cl:13])[cH:12]1.[P:1](=[O:2])([OH:3])([OH:4])[O-:5].